Dataset: the Open Reaction Database (ORD), a public repository of structured organic reaction records. Task: describe an organic reaction: reactants, conditions, products, and yield Reactants: B, O=C(O)Cc1cn(C(c2ccccc2)(c2ccccc2)c2ccccc2)cn1, C1CCOC1, C1CCOC1, CCOC(C)=O, NCCO. Product: OCCc1cn(C(c2ccccc2)(c2ccccc2)c2ccccc2)cn1. As a reaction SMILES: [BH3:29].[C:1]([c:2]1[cH:3][cH:4][cH:5][cH:6][cH:7]1)([c:8]1[cH:9][cH:10][cH:11][cH:12][cH:13]1)([c:14]1[cH:15][cH:16][cH:17][cH:18][cH:19]1)[n:20]1[cH:21][n:22][c:23]([CH2:25][C:26](=[O:27])[OH:28])[cH:24]1.[CH2:30]1[O:31][CH2:32][CH2:33][CH2:34]1.[CH2:35]1[O:36][CH2:37][CH2:38][CH2:39]1.[CH3:44][CH2:45][O:46][C:47]([CH3:48])=[O:49].[NH2:40][CH2:41][CH2:42][OH:43]>>[C:1]([c:2]1[cH:3][cH:4][cH:5][cH:6][cH:7]1)([c:8]1[cH:9][cH:10][cH:11][cH:12][cH:13]1)([c:14]1[cH:15][cH:16][cH:17][cH:18][cH:19]1)[n:20]1[cH:21][n:22][c:23]([CH2:25][CH2:26][OH:27])[cH:24]1. Reactants: C(C)(C)(C)OC(N[C@@H](CC1=CC=C(C=C1)OCC1=CC=CC=C1)C(NC(C)(C)C)=O)=O ((S)-[2-(4-benzyloxy-phenyl)-1-tert-butylcarbamoyl-ethyl]-carbamic acid tert-butyl ester), FC(C(=O)O)(F)F (trifluoroacetic acid). Run in C(Cl)Cl (CH2Cl2). Run at time 20 minute. Yields the product N[C@H](C(=O)NC(C)(C)C)CC1=CC=C(C=C1)OCC1=CC=CC=C1 ((S)-2-amino-3-(4-benzyloxy-phenyl)-N-tert-butyl-propionamide). Yield: 91.3%. RXN SMILES: C(OC(=O)[NH:7][C@H:8]([C:24](=[O:30])[NH:25][C:26]([CH3:29])([CH3:28])[CH3:27])[CH2:9][C:10]1[CH:15]=[CH:14][C:13]([O:16][CH2:17][C:18]2[CH:23]=[CH:22][CH:21]=[CH:20][CH:19]=2)=[CH:12][CH:11]=1)(C)(C)C.FC(F)(F)C(O)=O>C(Cl)Cl>[NH2:7][C@@H:8]([CH2:9][C:10]1[CH:11]=[CH:12][C:13]([O:16][CH2:17][C:18]2[CH:23]=[CH:22][CH:21]=[CH:20][CH:19]=2)=[CH:14][CH:15]=1)[C:24]([NH:25][C:26]([CH3:28])([CH3:27])[CH3:29])=[O:30]. Procedure details: A solution of (S)-[2-(4-benzyloxy-phenyl)-1-tert-butylcarbamoyl-ethyl]-carbamic acid tert-butyl ester (6.0 g, 14.1 mmol, Example 2, Step B) in CH2Cl2 (28 mL) was treated with trifluoroacetic acid (28 mL). The resulting solution was stirred for 20 minutes and then concentrated. The residue was diluted with EtOAc (300 mL), washed with saturated bicarbonate solution (2×300 mL) and brine (300 mL), dried over Na2SO4, and concentrated to give 4.2 g (91%) of (S)-2-amino-3-(4-benzyloxy-phenyl)-N-tert-bu... Reactants: BrC1=NC=C(C=C1)Br (2,5-dibromopyridine), C(C1=CC=CC=C1)O (benzyl alcohol), [OH-].[K+] (KOH). Solvent: C1(=CC=CC=C1)C (toluene). Run at time 8 hour. Product: C(C1=CC=CC=C1)OC1=NC=C(C=C1)Br (2-Benzyloxy-5-bromo-pyridine). Reaction SMILES: Br[C:2]1[CH:7]=[CH:6][C:5]([Br:8])=[CH:4][N:3]=1.[CH2:9]([OH:16])[C:10]1[CH:15]=[CH:14][CH:13]=[CH:12][CH:11]=1.[OH-].[K+]>C1(C)C=CC=CC=1>[CH2:9]([O:16][C:2]1[CH:7]=[CH:6][C:5]([Br:8])=[CH:4][N:3]=1)[C:10]1[CH:15]=[CH:14][CH:13]=[CH:12][CH:11]=1 |f:2.3|. Procedure: A mixture of 2,5-dibromopyridine (1.0 eq.), benzyl alcohol (1.3 eq.), KOH (2.4 eq.) and DB-18—C-6 (0.0 Seq.) in toluene (0.3M) was refluxed for 3 h, then stirred overnight at rt. The mixture was concentrated, poured in water and extracted with Tol (2×). The combined organic extracts were dried over MgSO4, filtered and concentrated. Recrystallization in Hex:Et2O afforded the title compound as a white solid. The reactants are C(C)(C)(C)OC(=O)NC=1SC=C(N1)/C(/C(=O)N[C@H]1[C@H](NC1=O)CO)=N/OC1(CC1)C(=O)OC(C1=CC=CC=C1)C1=CC=CC=C1 (benzhydryl 1-(((Z)-(1-(2-((tert-butoxycarbonyl)amino)thiazol-4-yl)-2-(((2S,3S)-2-(hydroxymethyl)-4-oxoazetidin-3-yl)amino)-2-oxoethylidene)amino)oxy)cyclopropanecarboxylate), TEA, CS(=O)(=O)Cl (MsCl). Run in C1CCOC1 (THF), CCOC(=O)C (EtOAc). Conditions: time 2 hour. The product is C(C)(C)(C)OC(=O)NC=1SC=C(N1)/C(/C(=O)N[C@H]1[C@H](NC1=O)COS(=O)(=O)C)=N/OC1(CC1)C(=O)OC(C1=CC=CC=C1)C1=CC=CC=C1 (Benzhydryl 1-(((Z)-(1-(2-((tert-butoxycarbonyl)amino)thiazol-4-yl)-2-(((2S,3S)-2-(((methylsulfonyl)oxy)methyl)-4-oxoazetidin-3-yl)amino)-2-oxoethylidene)amino)oxy)cyclopropanecarboxylate). RXN SMILES: [C:1]([O:5][C:6]([NH:8][C:9]1[S:10][CH:11]=[C:12](/[C:14](=[N:25]/[O:26][C:27]2([C:30]([O:32][CH:33]([C:40]3[CH:45]=[CH:44][CH:43]=[CH:42][CH:41]=3)[C:34]3[CH:39]=[CH:38][CH:37]=[CH:36][CH:35]=3)=[O:31])[CH2:29][CH2:28]2)/[C:15]([NH:17][C@@H:18]2[C:21](=[O:22])[NH:20][C@@H:19]2[CH2:23][OH:24])=[O:16])[N:13]=1)=[O:7])([CH3:4])([CH3:3])[CH3:2].[CH3:46][S:47](Cl)(=[O:49])=[O:48]>C1COCC1.CCOC(C)=O>[C:1]([O:5][C:6]([NH:8][C:9]1[S:10][CH:11]=[C:12](/[C:14](=[N:25]/[O:26][C:27]2([C:30]([O:32][CH:33]([C:40]3[CH:45]=[CH:44][CH:43]=[CH:42][CH:41]=3)[C:34]3[CH:35]=[CH:36][CH:37]=[CH:38][CH:39]=3)=[O:31])[CH2:28][CH2:29]2)/[C:15]([NH:17][C@@H:18]2[C:21](=[O:22])[NH:20][C@@H:19]2[CH2:23][O:24][S:47]([CH3:46])(=[O:49])=[O:48])=[O:16])[N:13]=1)=[O:7])([CH3:4])([CH3:2])[CH3:3]. Reported procedure: To a solution of benzhydryl 1-(((Z)-(1-(2-((tert-butoxycarbonyl)amino)thiazol-4-yl)-2-(((2S,3S)-2-(hydroxymethyl)-4-oxoazetidin-3-yl)amino)-2-oxoethylidene)amino)oxy)cyclopropanecarboxylate (1 g, 1.57 mmol) at 0° C. in THF (15.7 ml) was added TEA (0.66 ml, 4.7 mmol) and MsCl (25 μl, 0.32 mmol). After 2 h, the reaction mixture was diluted with EtOAc, washed with brine, dried over Na2SO4, filtered and concentrated in vacuo, affording the title compound (assumed quantitative). LCMS: R=0.99 min, m/z... Starting materials: COC(=O)CCC(CF)NC(=O)c1ccccc1, CN(C)CCN(C)C, CCCCCC, CC(C)[N-]C1CCCCC1, CC(C)NC1CCCCC1, Cl, [Li+], [Li]CCCC, C1CCOC1, Cl[Se]c1ccccc1. Product: COC(=O)C=CC(CF)NC(=O)c1ccccc1. Reaction SMILES: [C:1]([c:2]1[cH:3][cH:4][cH:5][cH:6][cH:7]1)(=[O:8])[NH:9][CH:10]([CH2:11][CH2:12][C:13](=[O:14])[O:15][CH3:16])[CH2:17][F:18].[CH3:40][N:41]([CH3:42])[CH2:43][CH2:44][N:45]([CH3:46])[CH3:47].[CH3:67][CH2:68][CH2:69][CH2:70][CH2:71][CH3:72].[CH:19]1([N-:20][CH:21]([CH3:22])[CH3:23])[CH2:24][CH2:25][CH2:26][CH2:27][CH2:28]1.[CH:30]1([NH:31][CH:32]([CH3:33])[CH3:34])[CH2:35][CH2:36][CH2:37][CH2:38][CH2:39]1.[ClH:61].[Li+:29].[Li:48][CH2:49][CH2:50][CH2:51][CH3:52].[O:62]1[CH2:63][CH2:64][CH2:65][CH2:66]1.[c:53]1([Se:54][Cl:55])[cH:56][cH:57][cH:58][cH:59][cH:60]1>>[C:1]([c:2]1[cH:3][cH:4][cH:5][cH:6][cH:7]1)(=[O:8])[NH:9][CH:10]([CH:11]=[CH:12][C:13](=[O:14])[O:15][CH3:16])[CH2:17][F:18]. Reactants: N[C@H]1[C@@H](CCCC1)O ((1R,2R)-2-amino-cyclohexanol), C(C)N(C(C)C)C(C)C (ethyldiisopropylamine), C(CC(O)(C(=O)O)CC(=O)O)(=O)O (citric acid), BrC=1N=C(C(=NC1C1=CC=C(C=C1)Cl)C(=O)O)C(F)(F)F (5-bromo-6-(4-chloro-phenyl)-3-trifluoromethyl-pyrazine-2-carboxylic acid), ClC(=C(C)C)N(C)C (1-chloro-N,N, 2-trimethylpropenylamine). Solvent: C(C)(=O)OCC (ethyl acetate), ClCCl (dichloromethane). Conditions: time 30 minute. The product is O[C@H]1[C@@H](CCCC1)NC(=O)C1=NC(=C(N=C1C(F)(F)F)Br)C1=CC=C(C=C1)Cl (5-bromo-6-(4-chloro-phenyl)-3-trifluoromethyl-pyrazine-2-carboxylic acid ((1R,2R)-2-hydroxy-cyclohexyl)-amide). Isolated yield 82.9%. As a reaction SMILES: [Br:1][C:2]1[N:3]=[C:4]([C:18]([F:21])([F:20])[F:19])[C:5]([C:15](O)=[O:16])=[N:6][C:7]=1[C:8]1[CH:13]=[CH:12][C:11]([Cl:14])=[CH:10][CH:9]=1.ClC(N(C)C)=C(C)C.[NH2:30][C@@H:31]1[CH2:36][CH2:35][CH2:34][CH2:33][C@H:32]1[OH:37].C(N(C(C)C)C(C)C)C.C(O)(=O)CC(CC(O)=O)(C(O)=O)O>ClCCl.C(OCC)(=O)C>[OH:37][C@@H:32]1[CH2:33][CH2:34][CH2:35][CH2:36][C@H:31]1[NH:30][C:15]([C:5]1[C:4]([C:18]([F:20])([F:21])[F:19])=[N:3][C:2]([Br:1])=[C:7]([C:8]2[CH:13]=[CH:12][C:11]([Cl:14])=[CH:10][CH:9]=2)[N:6]=1)=[O:16]. Procedure details: To a yellow suspension of 1.50 g 5-bromo-6-(4-chloro-phenyl)-3-trifluoromethyl-pyrazine-2-carboxylic acid in 11 ml dichloromethane was added drop wise 0.608 g 1-chloro-N,N, 2-trimethylpropenylamine and the resulting the yellow solution was stirred at room temperature for 30 min. The resulting orange solution was added dropwise to a cooled (ice bath) solution of 0.522 g (1R,2R)-2-amino-cyclohexanol and 0.7868 g ethyldiisopropylamine in 10 ml ethyl acetate. This red solution was stirred at room te...